Dataset: the Open Reaction Database (ORD), a public repository of structured organic reaction records. Task: describe an organic reaction: reactants, conditions, products, and yield Starting materials: C(C1=CC=CC=C1)C=1C=NC2=C(C=CC=C2C1C=1C=C(OC2=CC=C(C=C2)O)C=CC1)C(F)(F)F (4-{3-[3-benzyl-8-(trifluoromethyl)quinolin-4-yl]-phen-oxy}phenol), COC(C1=CC=C(C=C1)CBr)=O (4-Bromomethyl-benzoic acid methyl ester). Product: C(C1=CC=CC=C1)C=1C=NC2=C(C=CC=C2C1C=1C=C(OC2=CC=C(OCC3=CC=C(C(=O)O)C=C3)C=C2)C=CC1)C(F)(F)F (4-[(4-{3-[3-BENZYL-8-(TRIFLUOROMETHYL)QUINOLIN-4-YL]PHENOXY}PHENOXY)METHYL]BENZOIC ACID). Reaction SMILES: [CH2:1]([C:8]1[CH:9]=[N:10][C:11]2[C:16]([C:17]=1[C:18]1[CH:19]=[C:20]([CH:29]=[CH:30][CH:31]=1)[O:21][C:22]1[CH:27]=[CH:26][C:25]([OH:28])=[CH:24][CH:23]=1)=[CH:15][CH:14]=[CH:13][C:12]=2[C:32]([F:35])([F:34])[F:33])[C:2]1[CH:7]=[CH:6][CH:5]=[CH:4][CH:3]=1.C[O:37][C:38](=[O:47])[C:39]1[CH:44]=[CH:43][C:42]([CH2:45]Br)=[CH:41][CH:40]=1>>[CH2:1]([C:8]1[CH:9]=[N:10][C:11]2[C:16]([C:17]=1[C:18]1[CH:19]=[C:20]([CH:29]=[CH:30][CH:31]=1)[O:21][C:22]1[CH:27]=[CH:26][C:25]([O:28][CH2:45][C:42]3[CH:43]=[CH:44][C:39]([C:38]([OH:47])=[O:37])=[CH:40][CH:41]=3)=[CH:24][CH:23]=1)=[CH:15][CH:14]=[CH:13][C:12]=2[C:32]([F:35])([F:33])[F:34])[C:2]1[CH:3]=[CH:4][CH:5]=[CH:6][CH:7]=1. Reported procedure: The title compound was prepared from 4-{3-[3-benzyl-8-(trifluoromethyl)quinolin-4-yl]-phen-oxy}phenol (0.1 g, 0.0002 mole) and 4-Bromomethyl-benzoic acid methyl ester (0.057 g, 0.00024 mole) with subsequent hydrolysis following the procedure of Example 515: MS (ES) m/z 603.9; HRMS: calcd for C37H26F3NO4+H+, 606.18867; found (ESI, [M+H]+), 606.1894. Starting materials: [OH-].[Na+] (sodium hydroxide), BrCCCBr (1,3-dibromopropane), CC=1C=C2C(=NNC2=CC1)C1=CC=CC=C1 (5-Methyl-3-phenylindazole). The reagents and catalysts are [Cl-].C(C)[N+](CC1=CC=CC=C1)(CC)CC (triethylbenzylammonium chloride). Solvent: C1(=CC=CC=C1)C (toluene). Run at temperature 60 celsius. The product is [Br-].CC1=CC2=C(N3[N+](=C2C=C1)CCC3)C3=CC=CC=C3 (2,3-dihydro-7-methyl-9-phenyl-1H-pyrazolo[1,2-a]indazolium bromide). As a reaction SMILES: [CH3:1][C:2]1[CH:3]=[C:4]2[C:8](=[CH:9][CH:10]=1)[NH:7][N:6]=[C:5]2[C:11]1[CH:16]=[CH:15][CH:14]=[CH:13][CH:12]=1.[OH-].[Na+].[Br:19][CH2:20][CH2:21][CH2:22]Br>C1(C)C=CC=CC=1.[Cl-].C([N+](CC)(CC)CC1C=CC=CC=1)C>[Br-:19].[CH3:1][C:2]1[CH:10]=[CH:9][C:8]2[C:4](=[C:5]([C:11]3[CH:12]=[CH:13][CH:14]=[CH:15][CH:16]=3)[N:6]3[CH2:22][CH2:21][CH2:20][N+:7]3=2)[CH:3]=1 |f:1.2,5.6,7.8|. Procedure: 5-Methyl-3-phenylindazole (400 g) was dissolved in toluene (1 l) and 1,3-dibromopropane (600 ml), and to the solution were added triethylbenzylammonium chloride (40 g) and 30% aqueous sodium hydroxide (800 ml). The mixture was heated at 60° C. for 30 minutes while stirring and the resulting organic layer was separated. The layer was washed with water, dried over sodium sulfate and then heated at reflux for 3 hours. The precipitate was recovered by filtration and washed with toluene to give 319 g... Reaction SMILES: [Br:1][CH2:2][CH2:3][O:4][c:5]1[c:6]([O:35][CH3:36])[cH:7][c:8]2[c:9]([O:15][c:16]3[cH:17][c:18]([Cl:34])[c:19]([NH:22][C:23](=[O:24])[NH:25][c:26]4[c:27]([F:33])[cH:28][c:29]([F:32])[cH:30][cH:31]4)[cH:20][cH:21]3)[cH:10][cH:11][n:12][c:13]2[cH:14]1.[C:37](=[O:38])([O-:39])[O-:40].[CH3:43][NH:44][CH2:45][CH2:46][OH:47].[CH3:49][N:50]([CH3:51])[CH:52]=[O:53].[K+:41].[K+:42].[OH2:48]>>[CH2:2]([CH2:3][O:4][c:5]1[c:6]([O:35][CH3:36])[cH:7][c:8]2[c:9]([O:15][c:16]3[cH:17][c:18]([Cl:34])[c:19]([NH:22][C:23](=[O:24])[NH:25][c:26]4[c:27]([F:33])[cH:28][c:29]([F:32])[cH:30][cH:31]4)[cH:20][cH:21]3)[cH:10][cH:11][n:12][c:13]2[cH:14]1)[N:44]([CH3:43])[CH2:45][CH2:46][OH:47]. Starting materials: COc1cc2c(Oc3ccc(NC(=O)Nc4ccc(F)cc4F)c(Cl)c3)ccnc2cc1OCCBr, O=C([O-])[O-], CNCCO, CN(C)C=O, [K+], [K+], O. Yields the product COc1cc2c(Oc3ccc(NC(=O)Nc4ccc(F)cc4F)c(Cl)c3)ccnc2cc1OCCN(C)CCO.